This data is from the Open Reaction Database (ORD), a public repository of structured organic reaction records. The task is: describe an organic reaction: reactants, conditions, products, and yield Starting materials: 2-L, IC1=CC=C(C=C1)C1=CC=C(C=C1)I (4,4′-diiodobiphenyl), C1=CC=CC=2C3=CC=CC=C3NC12 (carbazole), C([O-])([O-])=O.[K+].[K+] (potassium carbonate), C(C)(C)C1=CC(=CC=C1)C(C)C (1,3-diisopropylbenzene). The reagents and catalysts are [Cu] (copper). Solvent: C1(=CC=CC=C1)C (Toluene). The product is C1=CC=CC=2C3=CC=CC=C3N(C12)C1=CC=C(C=C1)C1=CC=C(C=C1)N1C2=CC=CC=C2C=2C=CC=CC12 (CBP). Yield: 68.6%. RXN SMILES: I[C:2]1[CH:7]=[CH:6][C:5]([C:8]2[CH:13]=[CH:12][C:11](I)=[CH:10][CH:9]=2)=[CH:4][CH:3]=1.[CH:15]1[C:27]2[NH:26][C:25]3[C:20](=[CH:21][CH:22]=[CH:23][CH:24]=3)[C:19]=2[CH:18]=[CH:17][CH:16]=1.C(=O)([O-])[O-].[K+].[K+].C([C:37]1[CH:42]=[CH:41][CH:40]=[C:39]([CH:43]([CH3:45])[CH3:44])[CH:38]=1)(C)C>[Cu].C1(C)C=CC=CC=1>[CH:3]1[C:4]2[N:26]([C:25]3[CH:20]=[CH:44][C:43]([C:39]4[CH:38]=[CH:37][C:42]([N:26]5[C:25]6[CH:24]=[CH:23][CH:22]=[CH:21][C:20]=6[C:19]6[C:27]5=[CH:15][CH:16]=[CH:17][CH:18]=6)=[CH:41][CH:40]=4)=[CH:45][CH:24]=3)[C:13]3[C:8](=[CH:9][CH:10]=[CH:11][CH:12]=3)[C:5]=2[CH:6]=[CH:7][CH:2]=1 |f:2.3.4|. Procedure details: A 2-L Kolben equipped with a stirrer and a drain device was charged under a nitrogen stream with 150 g (369.5 mmol) of 4,4′-diiodobiphenyl, 123.5 g (738.6 mmol) of carbazole, 23 g of copper powder, 100 g of potassium carbonate, and 500 ml of 1,3-diisopropylbenzene. The mixture was heated under reflux for 30 hr and was allowed to cool. Toluene was then added, and the mixture was filtered. The solvent in the filtrate was distilled off under reduced pressure. Methanol (500 ml) was added to the resi... The reactants are IC1=CC=C(C=C1)I (1,4-diiodiobenzene), N1CCCCCC1 (azepane), CN(CCO)C (2-(dimethylamino)ethanol), P(=O)([O-])([O-])[O-].[K+].[K+].[K+] (tripotassium phosphate), C(O)([O-])=O.[Na+] (sodium hydrogen carbonate). Reagents/catalysts: [Cu] (copper). Reaction conditions: temperature 60 celsius, time 2 day. Product: IC1=CC=C(C=C1)N1CCCCCC1 (1-(4-iodophenyl)azepane). Isolated yield 16.4%. As a reaction SMILES: I[C:2]1[CH:7]=[CH:6][C:5]([I:8])=[CH:4][CH:3]=1.[NH:9]1[CH2:15][CH2:14][CH2:13][CH2:12][CH2:11][CH2:10]1.CN(C)CCO.P([O-])([O-])([O-])=O.[K+].[K+].[K+].C(=O)([O-])O.[Na+]>[Cu]>[I:8][C:5]1[CH:6]=[CH:7][C:2]([N:9]2[CH2:15][CH2:14][CH2:13][CH2:12][CH2:11][CH2:10]2)=[CH:3][CH:4]=1 |f:3.4.5.6,7.8|. Procedure: Under an argon atmosphere, 1,4-diiodiobenzene (2 g), azepane (1.2 g), and 2-(dimethylamino)ethanol (5.3 g) were mixed, and tripotassium phosphate (2.8 g) and copper (77 mg) were added thereto, followed by stirring at 60° C. for 2 days. To the reaction mixture was added a saturated aqueous sodium hydrogen carbonate solution, followed by extraction with CHCl3. The organic layer was dried over Na2SO4 and concentrated under reduced pressure. The obtained residue was purified by silica gel column chr...